Task: describe an organic reaction: reactants, conditions, products, and yield. Dataset: the Open Reaction Database (ORD), a public repository of structured organic reaction records The reactants are ClC1=CC(=CC=C1)C(=O)OO (m-chloroperbenzoic acid), C(C=C)C1=C(C(=CC=C1)C1CCCC1)OCC1=CC=CC=C1 (1-allyl-2-benzyloxy-3-cyclopentylbenzene), ClC1=CC(=CC=C1)C(=O)OO (m-chloroperbenzoic acid). The solvent is ClCCl (dichloromethane). Conditions: time 2.5 hour. Product: C(C1=CC=CC=C1)OC1=C(CC2OC2)C=CC=C1C1CCCC1 ((2-benzyloxy-3-cyclopentylbenzyl)oxirane). Isolated yield 113.3%. RXN SMILES: [CH2:1]([C:4]1[CH:9]=[CH:8][CH:7]=[C:6]([CH:10]2[CH2:14][CH2:13][CH2:12][CH2:11]2)[C:5]=1[O:15][CH2:16][C:17]1[CH:22]=[CH:21][CH:20]=[CH:19][CH:18]=1)[CH:2]=[CH2:3].ClC1C=CC=C(C(OO)=[O:31])C=1>ClCCl>[CH2:16]([O:15][C:5]1[C:6]([CH:10]2[CH2:11][CH2:12][CH2:13][CH2:14]2)=[CH:7][CH:8]=[CH:9][C:4]=1[CH2:1][CH:2]1[CH2:3][O:31]1)[C:17]1[CH:22]=[CH:21][CH:20]=[CH:19][CH:18]=1. Procedure details: 20 g (0.0684 mol) of 1-allyl-2-benzyloxy-3-cyclopentylbenzene are dissolved in 200 ml of dichloromethane. While stirring and cooling in an ice bath, 14 g (0.081 mol) of m-chloroperbenzoic acid are added in portions. The mixture is allowed to reach room temperature and, after 2.5 h, a further 5 g of m-chloroperbenzoic acid are added. The mixture is further stirred at room temperature overnight, and then the precipitated m-chlorobenzoic acid is removed by filtration and the filtrate is concentrate... Reactants: C1(=CC=CC=C1)[C@H](CC)NC(=O)C1=C(N(C(C2=C(C=CC=C12)[N+](=O)[O-])=O)C1=CC=CC=C1)C (3-methyl-8-nitro-1-oxo-2-phenyl-1,2-dihydro-isoquinoline-4-carboxylic acid ((S)-1-phenyl-propyl)-amide), O1CCCC1 (tetrahydrofurane). The reagents and catalysts are [Zn] (Zn). Yields the product C1(=CC=CC=C1)[C@H](CC)NC(=O)C1=C(N(C(C2=C(C=CC=C12)N)=O)C1=CC=CC=C1)C (8-Amino-3-methyl-1-oxo-2-phenyl-1,2-dihydro-isoquinoline-4-carboxylic acid ((S)-1-phenyl-propyl)-amide). The yield is 62.3%. RXN SMILES: [C:1]1([C@@H:7]([NH:10][C:11]([C:13]2[C:22]3[C:17](=[C:18]([N+:23]([O-])=O)[CH:19]=[CH:20][CH:21]=3)[C:16](=[O:26])[N:15]([C:27]3[CH:32]=[CH:31][CH:30]=[CH:29][CH:28]=3)[C:14]=2[CH3:33])=[O:12])[CH2:8][CH3:9])[CH:6]=[CH:5][CH:4]=[CH:3][CH:2]=1.O1CCCC1>[Zn]>[C:1]1([C@@H:7]([NH:10][C:11]([C:13]2[C:22]3[C:17](=[C:18]([NH2:23])[CH:19]=[CH:20][CH:21]=3)[C:16](=[O:26])[N:15]([C:27]3[CH:32]=[CH:31][CH:30]=[CH:29][CH:28]=3)[C:14]=2[CH3:33])=[O:12])[CH2:8][CH3:9])[CH:6]=[CH:5][CH:4]=[CH:3][CH:2]=1. Procedure: To a stirred solution of 3-methyl-8-nitro-1-oxo-2-phenyl-1,2-dihydro-isoquinoline-4-carboxylic acid ((S)-1-phenyl-propyl)-amide (1am, 10 mg, 0.023 mmol) in tetrahydrofurane (0.15 ml) 2M aq. HCl (0.12 ml, 0.25 mmol) and Zn powder (45 mg, 0.69 mmol) was added. After 30 min the mixture was filtered and partitioned between ethyl acetate (4 ml) and sat. aq. NaHCO3 (2 ml), then brine (3 ml). The organic solution was dried (MgSO4) and evaporated to afford 5.9 mg of the title compound (70% yield). LC-MS... Reactants: CCOc1ccc(C(C)(C)C=C(F)COC(C)=O)cc1, Fc1ccc(Br)cc1Oc1ccccc1, [Mg], C1CCOC1. Product: CCOc1ccc(C(C)(C)C=C(F)Cc2ccc(F)c(Oc3ccccc3)c2)cc1. As a reaction SMILES: [C:17]([O:18][CH2:21][C:22](=[CH:23][C:24]([CH3:25])([CH3:26])[c:27]1[cH:28][cH:29][c:30]([O:33][CH2:34][CH3:35])[cH:31][cH:32]1)[F:36])(=[O:19])[CH3:20].[F:1][c:2]1[c:3]([O:9][c:10]2[cH:11][cH:12][cH:13][cH:14][cH:15]2)[cH:4][c:5]([Br:8])[cH:6][cH:7]1.[Mg:16].[O:37]1[CH2:38][CH2:39][CH2:40][CH2:41]1>>[F:1][c:2]1[c:3]([O:9][c:10]2[cH:11][cH:12][cH:13][cH:14][cH:15]2)[cH:4][c:5]([CH2:21][C:22](=[CH:23][C:24]([CH3:25])([CH3:26])[c:27]2[cH:28][cH:29][c:30]([O:33][CH2:34][CH3:35])[cH:31][cH:32]2)[F:36])[cH:6][cH:7]1. The reactants are CCOC(=O)C(C)(Br)CBr, C1CCOC1, Cl. Product: CCOC(=O)C(C)=CBr. RXN SMILES: [Br:1][C:2]([C:3](=[O:4])[O:5][CH2:6][CH3:7])([CH2:8][Br:9])[CH3:10].[CH2:12]1[O:13][CH2:14][CH2:15][CH2:16]1.[ClH:11]>>[C:2]([C:3](=[O:4])[O:5][CH2:6][CH3:7])(=[CH:8][Br:9])[CH3:10]. Reactants: CS(=O)(=O)C1=CC=C(N)C=C1 (4-methylsulfonylaniline), C(C)(C)OC1=CC=C(C=O)C=C1 (4-isopropoxybenzaldehyde). Run in C1(=CC=CC=C1)C (toluene). The product is C(C)(C)OC1=CC=C(C=NC2=CC=C(C=C2)S(=O)(=O)C)C=C1 (N-(4-Isopropoxybenzyliden)-4-methylsulfonylaniline). As a reaction SMILES: [CH3:1][S:2]([C:5]1[CH:11]=[CH:10][C:8]([NH2:9])=[CH:7][CH:6]=1)(=[O:4])=[O:3].[CH:12]([O:15][C:16]1[CH:23]=[CH:22][C:19]([CH:20]=O)=[CH:18][CH:17]=1)([CH3:14])[CH3:13]>C1(C)C=CC=CC=1>[CH:12]([O:15][C:16]1[CH:17]=[CH:18][C:19]([CH:20]=[N:9][C:8]2[CH:10]=[CH:11][C:5]([S:2]([CH3:1])(=[O:3])=[O:4])=[CH:6][CH:7]=2)=[CH:22][CH:23]=1)([CH3:14])[CH3:13]. Procedure: A mixture of 1.04 g (6.09 mmol) of 4-methylsulfonylaniline (obtained in reference example 1), 1.00 mL (6.09 mmol) of 4-isopropoxybenzaldehyde (obtained in reference example 3) and 25 mL of toluene was heated at reflux in a Dean-Stark for 2 days. The solvent was removed and the crude product obtained was directly used in the next reaction. Reactants: BrC=1C=C2CCC(NC2=CC1)=O (6-bromo-3,4-dihydroquinolin-2-(1H)-one), COC1=CC=C(C=C1)P1(SP(S1)(C1=CC=C(C=C1)OC)=S)=S (2,4-bis(4-methoxyphenyl)-1,3,2,4-dithiadiphosphetane2,4-disulfide). The solvent is C1(=CC=CC=C1)C (toluene). Reaction conditions: temperature 110 celsius. The product is BrC=1C=C2CCC(NC2=CC1)=S (6-bromo-3,4-dihydroquinoline-2(1H)-thione). Reaction SMILES: [Br:1][C:2]1[CH:3]=[C:4]2[C:9](=[CH:10][CH:11]=1)[NH:8][C:7](=O)[CH2:6][CH2:5]2.COC1C=CC(P2(=S)SP(=S)(C3C=CC(OC)=CC=3)[S:22]2)=CC=1>C1(C)C=CC=CC=1>[Br:1][C:2]1[CH:3]=[C:4]2[C:9](=[CH:10][CH:11]=1)[NH:8][C:7](=[S:22])[CH2:6][CH2:5]2. Procedure details: 6-bromo-3,4-dihydroquinolin-2-(1H)-one (1.00 g, 4.42 mmol) and 2,4-bis(4-methoxyphenyl)-1,3,2,4-dithiadiphosphetane2,4-disulfide (0.895 g, 2.21 mmol) were suspended in toluene (110 mL) and then heated to 110° C. overnight. The reaction was then cooled to room temperature and concentrated under reduced pressure. Dichloromethane was added, giving a mixture that was filtered to provide the title compound: LCMS m/z 243.95 [M+2+H]+; 1H NMR (500 MHz, DMSO) δ 7.44 (s, 1H), 7.39 (d, J=8.4 Hz, 1H), 7.01 ... Reactants: [OH-].[Na+] (NaOH), C(C1=CC=CC=C1)OC1=C2N=CN(C2=NC=N1)CC(=O)OC (Methyl (6-(Benzyloxy)purin-9-yl)acetate), Cl (HCl). Run in CO (methanol). Product: C(C1=CC=CC=C1)OC1=C2N=CN(C2=NC=N1)CC(=O)O ((6-(Benzyloxy)purin-9-yl)acetic acid). Reaction SMILES: [CH2:1]([O:8][C:9]1[N:17]=[CH:16][N:15]=[C:14]2[C:10]=1[N:11]=[CH:12][N:13]2[CH2:18][C:19]([O:21]C)=[O:20])[C:2]1[CH:7]=[CH:6][CH:5]=[CH:4][CH:3]=1.[OH-].[Na+].Cl>CO>[CH2:1]([O:8][C:9]1[N:17]=[CH:16][N:15]=[C:14]2[C:10]=1[N:11]=[CH:12][N:13]2[CH2:18][C:19]([OH:21])=[O:20])[C:2]1[CH:3]=[CH:4][CH:5]=[CH:6][CH:7]=1 |f:1.2|. Reported procedure: Methyl (6-(Benzyloxy)purin-9-yl)acetate (2.10 g; 7,0 mmol) was dissolved in methanol (70 ml) and 0.1 M NaOH (85 ml) is added. After 15 min. the pH of the reaction mixture was lowered by addition of 0.1 M HCl (˜80 ml) to pH 3. The precipitate was separated from the mixture by filtration and washed with water and ether. Yield: 1.80 g (90.2%). 1H-NMR (DMSO-d6): 8.55 (1H, s); 8.37 (1H, s); 7.55-7.30 (5H, m); 5.64 (2H, s); 5.09 (2H, s). Starting materials: CI (methyl iodide), BrC1=C(C=CC=C1)S (2-bromo-benzenethiol), ClC1=C(C=CC(=C1)OC)I (2-chloro-1-iodo-4-methoxy-benzene), NC1=C(C=C(C=C1)O)Cl (4-amino-3-chloro-phenol). The product is BrC1=C(C=CC=C1)SC1=C(C=C(C=C1)OC)Cl (1-Bromo-2-(2-chloro-4-methoxy-phenylsulfanyl)-benzene). Reaction SMILES: [Br:1][C:2]1[CH:7]=[CH:6][CH:5]=[CH:4][C:3]=1[SH:8].[Cl:9][C:10]1[CH:15]=[C:14]([O:16][CH3:17])[CH:13]=[CH:12][C:11]=1I.NC1C=CC(O)=CC=1Cl.CI>>[Br:1][C:2]1[CH:7]=[CH:6][CH:5]=[CH:4][C:3]=1[S:8][C:11]1[CH:12]=[CH:13][C:14]([O:16][CH3:17])=[CH:15][C:10]=1[Cl:9]. Procedure details: Prepared from 2-bromo-benzenethiol and 2-chloro-1-iodo-4-methoxy-benzene (prepared from 4-amino-3-chloro-phenol by diazotization according to the general procedure by Tunney and Stille J. Org. Chem. 1987, 52, 748-753 followed by alkylation with methyl iodide according to the general procedure by Uozumi et al. J. Org. Chem. 1993, 58, 1945-1945) Reactants: Br, O=C(OOC(=O)c1ccccc1)c1ccccc1, ClC(Cl)(Cl)Cl, c1cc2c3c(cccc3c1)CC2, Cl[Sb](Cl)(Cl)(Cl)Cl. Yields the product C1=Cc2cccc3cccc1c23. RXN SMILES: [Br:31].[C:13]([O:14][O:15][C:16](=[O:17])[c:18]1[cH:19][cH:20][cH:21][cH:22][cH:23]1)(=[O:24])[c:25]1[cH:26][cH:27][cH:28][cH:29][cH:30]1.[C:38]([Cl:39])([Cl:40])([Cl:41])[Cl:42].[CH2:1]1[CH2:2][c:3]2[cH:4][cH:5][cH:6][c:7]3[cH:8][cH:9][cH:10][c:11]1[c:12]23.[Sb:32]([Cl:33])([Cl:34])([Cl:35])([Cl:36])[Cl:37]>>[CH:1]1=[CH:2][c:3]2[cH:4][cH:5][cH:6][c:7]3[cH:8][cH:9][cH:10][c:11]1[c:12]23. Starting materials: ClC1=CC=C(C=C1)C1CCN(CC1)C(=O)NC1=CC=C(C=C1)N1C[C@H](CC1)CNC(OC(C)(C)C)=O (tert-butyl (R)-[1-(4-{[4-(4-chlorophenyl)piperidin-1-carbonyl]amino}phenyl)pyrrolidin-3-yl]methylcarbamate), ClC1=NC=C(C=C1)[N+](=O)[O-] (2-chloro-5-nitropyridine). The product is ClC1=CC=C(C=C1)C1CCN(CC1)C(=O)NC=1C=CC(=NC1)N1C[C@H](CC1)CNC(OC(C)(C)C)=O (tert-Butyl (R)-[1-(5-{[4-(4-Chlorophenyl)piperidin-1-carbonyl]amino}pyridin-2-yl)pyrrolidin-3yl]methylcarbamate). Reaction SMILES: [Cl:1][C:2]1[CH:7]=[CH:6][C:5]([CH:8]2[CH2:13][CH2:12][N:11]([C:14]([NH:16][C:17]3[CH:22]=C[C:20]([N:23]4[CH2:27][CH2:26][C@H:25]([CH2:28][NH:29][C:30](=[O:36])[O:31][C:32]([CH3:35])([CH3:34])[CH3:33])[CH2:24]4)=[CH:19][CH:18]=3)=[O:15])[CH2:10][CH2:9]2)=[CH:4][CH:3]=1.ClC1C=CC([N+]([O-])=O)=C[N:39]=1>>[Cl:1][C:2]1[CH:3]=[CH:4][C:5]([CH:8]2[CH2:13][CH2:12][N:11]([C:14]([NH:16][C:17]3[CH:18]=[CH:19][C:20]([N:23]4[CH2:27][CH2:26][C@H:25]([CH2:28][NH:29][C:30](=[O:36])[O:31][C:32]([CH3:34])([CH3:35])[CH3:33])[CH2:24]4)=[N:39][CH:22]=3)=[O:15])[CH2:10][CH2:9]2)=[CH:6][CH:7]=1. Procedure details: The synthetic sequence for preparing tert-butyl (R)-[1-(4-{[4-(4-chlorophenyl)piperidin-1-carbonyl]amino}phenyl)pyrrolidin-3-yl]methylcarbamate was carried out starting from 2-chloro-5-nitropyridine instead of 4-fluoronitrobenzene. This resulted in the product with the molecular weight of 514.07 (C27H36ClN5O3); MS (ESI): 514 (M+H+).